From a dataset of the Open Reaction Database (ORD), a public repository of structured organic reaction records. describe an organic reaction: reactants, conditions, products, and yield Reactants: ice water, BrC=1C=C(C=CC1)C(CCC(F)(F)F)=O (1-(3-bromo-phenyl)-4,4,4-trifluoro-butan-1-one), [OH-].[K+] (KOH), O.NN (hydrazine mono hydrate). Run in COCCOCCOC (diglyme). Reaction conditions: temperature 100 celsius, time 2 hour. Yields the product BrC1=CC(=CC=C1)CCCC(F)(F)F (1-Bromo-3-(4,4,4-trifluoro-butyl)-benzene). Yield: 81.7%. RXN SMILES: [Br:1][C:2]1[CH:3]=[C:4]([C:8](=O)[CH2:9][CH2:10][C:11]([F:14])([F:13])[F:12])[CH:5]=[CH:6][CH:7]=1.O.NN.[OH-].[K+]>COCCOCCOC>[Br:1][C:2]1[CH:7]=[CH:6][CH:5]=[C:4]([CH2:8][CH2:9][CH2:10][C:11]([F:12])([F:13])[F:14])[CH:3]=1 |f:1.2,3.4|. Procedure: A mixture of 1-(3-bromo-phenyl)-4,4,4-trifluoro-butan-1-one (3.1 g, 11 mmol) and diglyme was treated with hydrazine mono hydrate (5.5 g, 110.3 mmol), and stirred at 100° C. for 2 hours then treated with powder KOH (3.1 g, 55.1 mmol). The stirring continued at 150° C. for 6 hours. The mixture was cooled to room temperature, poured into a mixture of ice/water and extracted with ethyl ether. The extracts were combined, dried over MgSO4 and concentrated in vacuo. The crude product was purified on si... As a reaction SMILES: COc1ccc(N)cn1.O=C(O)COc1ccccc1.[B-](F)(F)(F)F.CN(C)C(=[N+](C)C)ON1C2=C(C=CC(=C2)Cl)N=N1.CCN(C(C)C)C(C)C.CN(C)C=O>>COc1ccc(NC(=O)COc2ccccc2)cn1. Reagents/catalysts: [B-](F)(F)(F)F.CN(C)C(=[N+](C)C)ON1C2=C(C=CC(=C2)Cl)N=N1 (TCTU), CCN(C(C)C)C(C)C (DIPEA). The product is COc1ccc(NC(=O)COc2ccccc2)cn1. The reactants are O=C(O)COc1ccccc1, COc1ccc(N)cn1. Solvent: CN(C)C=O (DMF), CN(C)C=O (DMF), CN(C)C=O (DMF), CN(C)C=O (DMF), CN(C)C=O (DMF), CN(C)C=O (DMF). Reaction conditions: temperature 25 celsius, time 2 hour. The yield is 90.7%.